From a dataset of the Open Reaction Database (ORD), a public repository of structured organic reaction records. describe an organic reaction: reactants, conditions, products, and yield Reaction SMILES: C([S-])C.[Na+].[NH2:5][C:6]1[C:22]([Cl:23])=[CH:21][C:9]([C:10]([NH:12][CH:13]2[CH:18]3[CH2:19][CH2:20][N:15]([CH2:16][CH2:17]3)[CH2:14]2)=[O:11])=[C:8]([O:24]C)[CH:7]=1.Cl>CN(C=O)C>[NH2:5][C:6]1[C:22]([Cl:23])=[CH:21][C:9]([C:10]([NH:12][CH:13]2[CH:18]3[CH2:17][CH2:16][N:15]([CH2:20][CH2:19]3)[CH2:14]2)=[O:11])=[C:8]([OH:24])[CH:7]=1 |f:0.1|. The reactants are C(C)[S-].[Na+] (sodium ethanethiolate), NC1=CC(=C(C(=O)NC2CN3CCC2CC3)C=C1Cl)OC (4-amino-N-(1-azabicyclo[2.2.2]oct-3-yl)-5-chloro-2-methoxybenzamide), Cl (hydrochloric acid). Product: NC1=CC(=C(C(=O)NC2CN3CCC2CC3)C=C1Cl)O (4-Amino-N-(1-azabicyclo[2.2.2]oct-3-yl)-5-chloro-2-hydroxybenzamide). Procedure details: To a solution of sodium ethanethiolate in DMF is added 4-amino-N-(1-azabicyclo[2.2.2]oct-3-yl)-5-chloro-2-methoxybenzamide and the mixture heated under reflux to 1 h. After cooling, the mixture is neutralized with hydrochloric acid, concentrated in vacuo and the residue purified by chromatography to give the title compound. Run in CN(C)C=O (DMF). The reactants are ClC1=[N+](C=CC=C1)[O-] (2-Chloro-pyridine-1-oxide), ice, OS(=O)(=O)O (H2SO4), OS(=O)(=O)O (H2SO4), [N+](=O)(O)[O-] (HNO3). The product is ClC1=[N+](C=CC(=C1)[N+](=O)[O-])[O-] (2-chloro-4-nitro-pyridine-1-oxide). The yield is 56.0%. RXN SMILES: [Cl:1][C:2]1[CH:7]=[CH:6][CH:5]=[CH:4][N+:3]=1[O-:8].OS(O)(=O)=O.[N+:14]([O-])([OH:16])=[O:15]>>[Cl:1][C:2]1[CH:7]=[C:6]([N+:14]([O-:16])=[O:15])[CH:5]=[CH:4][N+:3]=1[O-:8]. Reported procedure: 2-Chloro-pyridine-1-oxide (10 g) is cooled in an ice bath and treated with concentrated H2SO4 (15 ml), followed by the dropwise addition of a mixture of concentrated H2SO4 (15 ml) and fuming HNO3 (27 ml, s.g. 1.5) over a 70 minute period. The acidic solution is heated in a steam bath for 2.5 hours, then allowed to reach room temperature and poured onto ice water (600 ml), stirring being continued until all the ice has melted. The resultant solid is filtered off and dissolved in hot chloroform, t... The reactants are CC(C)(C#N)N=NC(C)(C)C#N (AIBN), BrCCCN1C=C(C2=NC=CC=C21)C2=CC=C(C=C2)OCOC (1-(3-bromopropyl)-3-[4-(methoxymethoxy)phenyl]-1H-pyrrolo[3,2-b]pyridine), C(CCC)[SnH](CCCC)CCCC (tri-n-butyltin hydride), CC(C)(C#N)N=NC(C)(C)C#N (AIBN), O (water). Reported procedure: A solution of 1-(3-bromopropyl)-3-[4-(methoxymethoxy)phenyl]-1H-pyrrolo[3,2-b]pyridine (486 mg), tri-n-butyltin hydride (0.697 mL), and AIBN (21.27 mg) in toluene (25 mL) was heated at 110° C. overnight. To the mixture was added AIBN (21.27 mg), and the mixture was heated at 110° C. for 2 h. The mixture was added to water and extracted with AcOEt. The organic layer was separated, washed with brine, dried over Na2SO4 and concentrated under reduced pressure. The residue was purified by silica gel ... The yield is 23.1%. Reaction conditions: temperature 110 celsius. Product: COCOC1=CC=C(C=C1)C=1C2=C(N3CCCC13)C=CC=N2 (9-[4-(Methoxymethoxy)phenyl]-7,8-dihydro-6H-pyrido[2,3-b]pyrrolizine). Reaction SMILES: Br[CH2:2][CH2:3][CH2:4][N:5]1[C:13]2[C:8](=[N:9][CH:10]=[CH:11][CH:12]=2)[C:7]([C:14]2[CH:19]=[CH:18][C:17]([O:20][CH2:21][O:22][CH3:23])=[CH:16][CH:15]=2)=[CH:6]1.C([SnH](CCCC)CCCC)CCC.CC(N=NC(C#N)(C)C)(C#N)C.O>C1(C)C=CC=CC=1>[CH3:23][O:22][CH2:21][O:20][C:17]1[CH:18]=[CH:19][C:14]([C:7]2[C:8]3[N:9]=[CH:10][CH:11]=[CH:12][C:13]=3[N:5]3[C:6]=2[CH2:2][CH2:3][CH2:4]3)=[CH:15][CH:16]=1. Solvent: C1(=CC=CC=C1)C (toluene). The reactants are P(=O)(OP(=O)(Cl)Cl)(Cl)Cl (Diphosphoryl chloride), [N+](=O)([O-])C1=C2C=CNC2=CC=C1 (4-nitroindole), C(C=O)(=O)ON1C(CCC1)C (methylpyrrolidinyl glyoxylate), C(=O)(O)[O-].[Na+] (NaHCO3). Solvent: CO (MeOH). The product is [N+](=O)([O-])C1=C2C(=CNC2=CC=C1)C(C(=O)OC)=O (Methyl (4-nitro-1H-indol-3-yl)(oxo)acetate). RXN SMILES: P(Cl)(Cl)(OP(Cl)(Cl)=O)=O.[N+:10]([C:13]1[CH:21]=[CH:20][CH:19]=[C:18]2[C:14]=1[CH:15]=[CH:16][NH:17]2)([O-:12])=[O:11].[C:22]([O:26]N1CCCC1C)(=[O:25])[CH:23]=[O:24].[C:33]([O-])(O)=O.[Na+]>CO>[N+:10]([C:13]1[CH:21]=[CH:20][CH:19]=[C:18]2[C:14]=1[C:15]([C:23](=[O:24])[C:22]([O:26][CH3:33])=[O:25])=[CH:16][NH:17]2)([O-:12])=[O:11] |f:3.4|. Procedure: Diphosphoryl chloride (0.938 mL, 6.80 mmol) was added dropwise to a solution of 4-nitroindole (1.00 g, 6.17 mmol) and methylpyrrolidinyl glyoxylate (Downie et al., Tetrahedron, 1993, 49, 4015-4034) (1.10 g, 6.80 mmol) at 0° C. and the mixture was allowed to warm to ambient temperature over 3 h. MeOH, then saturated aqueous NaHCO3 were added to the reaction at 0° C. and the solution was extracted with CH2Cl2 (3×50 mL). The combined organic extracts were dried over Na2SO4, filtered, and concentrat...